This data is from the Open Reaction Database (ORD), a public repository of structured organic reaction records. The task is: describe an organic reaction: reactants, conditions, products, and yield Starting materials: C(C)N1C(=O)N(C=2N=C(NC2C1=O)\C=C\C1=CC=C(C=C1)C1=CC=CC=C1)CC ((E)-1,3-Diethyl-8-(4-phenylstyryl)xanthine), resultant mixture, S(=O)(=O)(OC)OC (dimethyl sulfate), aqueous solution, [OH-].[Na+] (sodium hydroxide). Run in O (water), CO (methanol), O (Water). Conditions: time 4 hour. The product is C(C)N1C(=O)N(C=2N=C(N(C2C1=O)C)\C=C\C1=CC=C(C=C1)C1=CC=CC=C1)CC ((E)-1,3-Diethyl-7-methyl-8-(4-phenylstyryl)xanthine). Yield: 30.8%. Reaction SMILES: [CH2:1]([N:3]1[C:12](=[O:13])[C:11]2[NH:10][C:9](/[CH:14]=[CH:15]/[C:16]3[CH:21]=[CH:20][C:19]([C:22]4[CH:27]=[CH:26][CH:25]=[CH:24][CH:23]=4)=[CH:18][CH:17]=3)=[N:8][C:7]=2[N:6]([CH2:28][CH3:29])[C:4]1=[O:5])[CH3:2].[OH-].[Na+].S(OC)(O[CH3:36])(=O)=O>O.CO>[CH2:1]([N:3]1[C:12](=[O:13])[C:11]2[N:10]([CH3:36])[C:9](/[CH:14]=[CH:15]/[C:16]3[CH:21]=[CH:20][C:19]([C:22]4[CH:27]=[CH:26][CH:25]=[CH:24][CH:23]=4)=[CH:18][CH:17]=3)=[N:8][C:7]=2[N:6]([CH2:28][CH3:29])[C:4]1=[O:5])[CH3:2] |f:1.2|. Procedure: Compound 163 (1.50 g, 3.89 mmol) obtained in Reference Example 104 was suspended in a mixed solvent of 13 ml of water, 3.9 ml of a 2N aqueous solution of sodium hydroxide, and 7 ml of methanol. To the suspension was dropwise added 0.55 ml (5.83 mmol) of dimethyl sulfate, and the resultant mixture was stirred at 60° C.; for 4 hours. Water (10 ml) was added thereto, and the deposited crystals were collected by filtration and dried. The obtained crude crystals were purified by silica gel column chr... The reactants are ClCC=CC1=CC=CC=C1 (chloromethylstyrene), resin, CN (methylamine), CN (methylamine). Run at time 14 hour. Yields the product CNCC1=CC=CC=C1 (N-methylaminomethyl polystyrene). As a reaction SMILES: ClCC=[CH:4][C:5]1[CH:10]=[CH:9][CH:8]=[CH:7][CH:6]=1.[CH3:11][NH2:12]>>[CH3:11][NH:12][CH2:4][C:5]1[CH:10]=[CH:9][CH:8]=[CH:7][CH:6]=1. Procedure: The N-methylaminomethyl polystyrene resin is prepared as follows: To liquid methylamine, kept below −20° C., chloromethylstyrene copolymer (Merrifield resin) is added (˜1 g of resin per 10 ml of methylamine). The suspension is shaken in a pressure bottle at RT for 14 h. The resin is filtered off and washed with DMA (2×), H2O (2×), DMA (1×), CH3OH (2×), CH2Cl2 (3×), CH3OH (2×) and dried under high vacuum.